This data is from the Open Reaction Database (ORD), a public repository of structured organic reaction records. The task is: describe an organic reaction: reactants, conditions, products, and yield Reactants: N1=CC(=CC2=CC=CC=C12)C[C@H](N)C(=O)O (3-(3-quinolyl)-alanine), S(=O)(Cl)Cl (thionyl chloride), C(C)O (ethanol). Reaction conditions: time 8 hour. Yields the product Cl.Cl.C(C)OC([C@@H](N)CC=1C=NC2=CC=CC=C2C1)=O (3-(3-Quinolyl)alanine ethyl ester dihydrochloride). Yield: 90.6%. RXN SMILES: [N:1]1[C:10]2[C:5](=[CH:6][CH:7]=[CH:8][CH:9]=2)[CH:4]=[C:3]([CH2:11][C@@H:12]([C:14]([OH:16])=[O:15])[NH2:13])[CH:2]=1.S(Cl)([Cl:19])=O.[CH2:21](O)[CH3:22]>>[ClH:19].[ClH:19].[CH2:21]([O:15][C:14](=[O:16])[C@H:12]([CH2:11][C:3]1[CH:2]=[N:1][C:10]2[C:5]([CH:4]=1)=[CH:6][CH:7]=[CH:8][CH:9]=2)[NH2:13])[CH3:22] |f:3.4.5|. Procedure: A mixture of 0.45 g (2.08 mmol) of 3-(3-quinolyl)-alanine, 1 mL of thionyl chloride and 20 mL of ethanol was gently refluxed overnight. The reaction mixture was concentrated under reduced pressure. The residue was dissolved in water and treated with active charcoal. Removal of the active charcoal by filtration afforded a filtrate which was evaporated to give a white solid. Crystallization from a mixture of ethanol and ethyl ether gave 0.598 g (90.6%) of the title compound, melting at 204°-205° C... The product is NCC=1C(NC(NC1)=O)=O (5-(aminomethyl)-2,4(1H,3H)-pyrimidinedione). The yield is 86.4%. Reagents/catalysts: [Pd] (palladium on carbon). As a reaction SMILES: [N:1]([CH2:4][C:5]1[C:6](=[O:12])[NH:7][C:8](=[O:11])[NH:9][CH:10]=1)=[N+]=[N-].O.[H][H]>C(O)C.[Pd]>[NH2:1][CH2:4][C:5]1[C:6](=[O:12])[NH:7][C:8](=[O:11])[NH:9][CH:10]=1. Reported procedure: The solution of 5-(azidomethyl)-2,4(1H,3H)-pyrimidinedione (0.275 g, 1.64 mmol) in ethanol: water (25:5 ml) was degassed with nitrogen, palladium on carbon (5%) was added, reaction was charged with hydrogen (55 PSI) and shaken for 2 h. The reaction was filtered and concentrated to give the 5-(aminomethyl)-2,4(1H,3H)-pyrimidinedione (0.20 g, 85%) as a solid. MS found: (M+H)+=142. Run in C(C)O (ethanol). Reactants: [H][H] (hydrogen), N(=[N+]=[N-])CC=1C(NC(NC1)=O)=O (5-(azidomethyl)-2,4(1H,3H)-pyrimidinedione), O (water). Run at time 2 hour. The reactants are ClC1=C(C=NC2=CC=C(C=C12)[N+](=O)[O-])C#N (4-chloro-6-nitro-3-quinolinecarbonitrile), FC(OC=1C=C(N)C=CC1)(F)F (3-trifluoromethoxyaniline). Solvent: C(C)O (ethanol). Run at time 5 hour. The product is FC(OC=1C=C(C=CC1)NC1=C(C=NC2=CC=C(C=C12)[N+](=O)[O-])C#N)(F)F (4-[(3-Trifluoromethoxyphenyl)amino]-6-nitro-3-quinolinecarbonitrile). Isolated yield 56.4%. Reaction SMILES: Cl[C:2]1[C:11]2[C:6](=[CH:7][CH:8]=[C:9]([N+:12]([O-:14])=[O:13])[CH:10]=2)[N:5]=[CH:4][C:3]=1[C:15]#[N:16].[F:17][C:18]([F:28])([F:27])[O:19][C:20]1[CH:21]=[C:22]([CH:24]=[CH:25][CH:26]=1)[NH2:23]>C(O)C>[F:17][C:18]([F:27])([F:28])[O:19][C:20]1[CH:21]=[C:22]([NH:23][C:2]2[C:11]3[C:6](=[CH:7][CH:8]=[C:9]([N+:12]([O-:14])=[O:13])[CH:10]=3)[N:5]=[CH:4][C:3]=2[C:15]#[N:16])[CH:24]=[CH:25][CH:26]=1. Reported procedure: A mixture of 5.00 g (21.5 mmol) 4-chloro-6-nitro-3-quinolinecarbonitrile, 200 ml ethanol, and 3.4 ml (25.3 mmol) 3-trifluoromethoxyaniline was heated to reflux. At 5 hours, removed heat and made basic with saturated sodium bicarbonate. Stripped solvents, slurried residue with hexane, collected, and washed with water. Dissolved in ethyl acetate, stirred with Darco, filtered, stripped solvent, and dried in vacuo, giving 4.537 g of yellow-orange solid: mass spectrum (electrospray m/e): M+H=374.8. Starting materials: N1=CC(=CC=C1)C1(C(CCC(C1=C=S)=C=S)=CC=O)C (2-(pyrid-3-yl)-2-methyldithiocarbonyl-1-formylmethylenecyclohexane), [BH4-].[Na+] (sodium borohydride), C(C)(=O)OCC (ethyl acetate), O (water). The solvent is CO (methanol). Yields the product N1=CC(=CC=C1)C1(C(CCC(C1=C=S)=C=S)=CCO)C (2-(pyrid-3-yl)-2-methyldithiocarbonyl-1-(2-hydroxyethylidene)cyclohexane). The yield is 66.7%. As a reaction SMILES: [N:1]1[CH:6]=[CH:5][CH:4]=[C:3]([C:7]2([CH3:20])[C:12](=[C:13]=[S:14])[C:11](=[C:15]=[S:16])[CH2:10][CH2:9][C:8]2=[CH:17][CH:18]=[O:19])[CH:2]=1.[BH4-].[Na+].C(OCC)(=O)C.O>CO>[N:1]1[CH:6]=[CH:5][CH:4]=[C:3]([C:7]2([CH3:20])[C:12](=[C:13]=[S:14])[C:11](=[C:15]=[S:16])[CH2:10][CH2:9][C:8]2=[CH:17][CH2:18][OH:19])[CH:2]=1 |f:1.2|. Procedure: A solution of 2-(pyrid-3-yl)-2-methyldithiocarbonyl-1-formylmethylenecyclohexane (890 mg, 3 mmol) in methanol (20 ml) at 25° C. was treated with sodium borohydride (127 mg, 3.36 mmol). After 30 mins at 25° C. the solution was treated with ethyl acetate (50 ml) and water (20 ml) was added dropwise. The organic phase was removed and dried over magnesium sulphate. Concentration in vacuo yielded a crude oil. Purification over silica gel, eluting with ethyl acetate/n-hexane (7:3) afforded 2-(pyrid-3-...